This data is from the Open Reaction Database (ORD), a public repository of structured organic reaction records. The task is: describe an organic reaction: reactants, conditions, products, and yield The reactants are Cl (Hydrochloric acid), NC1=C(C(=O)N)C=CC=C1 (2-Amino-benzamide), FC1=C(C(=O)Cl)C=CC=C1 (2-fluoro-benzoyl chloride), N1=CC=CC=C1 (Pyridine). Run in C(Cl)(Cl)Cl (chloroform). Conditions: temperature 0 celsius, time 1 hour. The product is FC1=C(C(=O)C2=C(C(=O)N)C=CC=C2N)C=CC=C1 (2-(2-fluorobenzoyl)-amino-benzamide). Yield: 82.7%. As a reaction SMILES: N[C:2]1[CH:10]=[CH:9][CH:8]=[CH:7][C:3]=1[C:4]([NH2:6])=[O:5].[N:11]1C=CC=CC=1.[F:17][C:18]1[CH:26]=[CH:25][CH:24]=[CH:23][C:19]=1[C:20](Cl)=[O:21].Cl>C(Cl)(Cl)Cl>[F:17][C:18]1[CH:26]=[CH:25][CH:24]=[CH:23][C:19]=1[C:20]([C:2]1[C:10]([NH2:11])=[CH:9][CH:8]=[CH:7][C:3]=1[C:4]([NH2:6])=[O:5])=[O:21]. Reported procedure: 2-Amino-benzamide (1 g, 7.3 mmol) was dissolved in chloroform (25 ml) in a 50 ml round bottomed flask and cooled to 0° C. Pyridine (0.6 ml, 7.3 mmol) was added followed by 2-fluoro-benzoyl chloride (1 ml, 8 mmol) and the mixture was magnetically stirred for 1 hr at this temperature. 10% Hydrochloric acid (50 ml) was added and the precipitated solid was filtered, washed with water and dried to yield pure title compound (1.56 g, 82%). Starting materials: C1CCOC1, CCN(C(C)C)C(C)C, CC1(C)Cc2c(c(C(=O)O)cc3nc(Nc4c(F)cccc4Cl)[nH]c23)O1, Cc1ccc(N)c(F)c1, O=S(Cl)Cl. Yields the product Cc1ccc(NC(=O)c2cc3nc(Nc4c(F)cccc4Cl)[nH]c3c3c2OC(C)(C)C3)c(F)c1. As a reaction SMILES: [CH2:49]1[O:50][CH2:51][CH2:52][CH2:53]1.[CH:40]([N:41]([CH2:42][CH3:43])[CH:44]([CH3:45])[CH3:46])([CH3:47])[CH3:48].[Cl:1][c:2]1[c:3]([NH:9][c:10]2[nH:11][c:12]3[c:13]([n:14]2)[cH:15][c:16]([C:24](=[O:25])[OH:26])[c:17]2[c:18]3[CH2:19][C:20]([CH3:22])([CH3:23])[O:21]2)[c:4]([F:8])[cH:5][cH:6][cH:7]1.[F:31][c:32]1[c:33]([NH2:34])[cH:35][cH:36][c:37]([CH3:39])[cH:38]1.[S:27]([Cl:28])([Cl:29])=[O:30]>>[Cl:1][c:2]1[c:3]([NH:9][c:10]2[nH:11][c:12]3[c:13]([n:14]2)[cH:15][c:16]([C:24](=[O:26])[NH:34][c:33]2[c:32]([F:31])[cH:38][c:37]([CH3:39])[cH:36][cH:35]2)[c:17]2[c:18]3[CH2:19][C:20]([CH3:22])([CH3:23])[O:21]2)[c:4]([F:8])[cH:5][cH:6][cH:7]1. Reactants: Cl (HCl), O1CCOCC1 (1,4-dioxane), OC(=O)C(F)(F)F.N1=CC(=CC=C1)CCC1CN(CCN1C(NC1=CC=C(C=C1)C)=O)C(=O)OC(C)(C)C (tert-butyl 3-(2-(pyridin-3-yl)ethyl)-4-(p-tolylcarbamoyl)piperazine-1-carboxylate TFA salt). Conditions: time 1 hour. Yields the product Cl.Cl.N1=CC(=CC=C1)CCC1N(CCNC1)C(=O)NC1=CC=C(C=C1)C (2-(2-(Pyridin-3-yl)ethyl)-N-p-tolylpiperazine-1-carboxamide dihydrochloride). Isolated yield 90.0%. RXN SMILES: [ClH:1].O1CCOCC1.OC(C(F)(F)F)=O.[N:15]1[CH:20]=[CH:19][CH:18]=[C:17]([CH2:21][CH2:22][CH:23]2[N:28]([C:29](=[O:38])[NH:30][C:31]3[CH:36]=[CH:35][C:34]([CH3:37])=[CH:33][CH:32]=3)[CH2:27][CH2:26][N:25](C(OC(C)(C)C)=O)[CH2:24]2)[CH:16]=1>>[ClH:1].[ClH:1].[N:15]1[CH:20]=[CH:19][CH:18]=[C:17]([CH2:21][CH2:22][CH:23]2[CH2:24][NH:25][CH2:26][CH2:27][N:28]2[C:29]([NH:30][C:31]2[CH:32]=[CH:33][C:34]([CH3:37])=[CH:35][CH:36]=2)=[O:38])[CH:16]=1 |f:2.3,4.5.6|. Procedure: 4 M HCl in 1,4-dioxane (6 mL, 24 mmol) was added to tert-butyl 3-(2-(pyridin-3-yl)ethyl)-4-(p-tolylcarbamoyl)piperazine-1-carboxylate TFA salt (133.9 mg, 0.248 mmol). After 1 h, the reaction mixture was concentrated under reduced pressure, yielding 89.3 mg (90%) of the desired product as a white solid. LC-MS: RT=3.16 min, [M+H]+=325.2. Reactants: COCCN (2-methoxyethylamine), ClC1=C(C=C(C=C1)[N+](=O)[O-])S(=O)(=O)[O-].[Na+] (sodium 2-chloro-5-nitrobenzenesulfonate). The solvent is [Cl-].[Na+] (sodium chloride). Reaction conditions: time 1 hour. The product is COCCNC1=C(C=C(C=C1)[N+](=O)[O-])S(=O)(=O)[O-].[Na+] (sodium 2-(2-methoxyethylamino)-5-nitrobenzenesulfonate). The yield is 87.0%. As a reaction SMILES: [CH3:1][O:2][CH2:3][CH2:4][NH2:5].Cl[C:7]1[CH:12]=[CH:11][C:10]([N+:13]([O-:15])=[O:14])=[CH:9][C:8]=1[S:16]([O-:19])(=[O:18])=[O:17].[Na+:20]>[Cl-].[Na+]>[CH3:1][O:2][CH2:3][CH2:4][NH:5][C:7]1[CH:12]=[CH:11][C:10]([N+:13]([O-:15])=[O:14])=[CH:9][C:8]=1[S:16]([O-:19])(=[O:18])=[O:17].[Na+:20] |f:1.2,3.4,5.6|. Reported procedure: To 30 ml of 2-methoxyethylamine, 27.5 g (0.1 mol) of sodium 2-chloro-5-nitrobenzenesulfonate was added. The reaction mixture was heated on a steam bath with stirring for 1 hour. After cooling, 100 ml of a saturated aqueous sodium chloride solution was added to the mixture. The crystals thus-precipitated were collected by filtration and washed with acetone to obtain about 30 g (yield: 87%) of sodium 2-(2-methoxyethylamino)-5-nitrobenzenesulfonate. This compound (30 g) was suspended in 100 ml of d... Reactants: BrC=1C=C2C(CC(OC2=CC1)C1=C(C=CC=C1)C)O (6-bromo-2-o-tolyl-chroman-4-ol), C(C)[SiH](CC)CC (triethylsilane), FC(C(=O)O)(F)F (trifluoroacetic acid). Solvent: ClCCl (dichloromethane). Reaction conditions: time 2.5 hour. Yields the product BrC=1C=C2CCC(OC2=CC1)C1=C(C=CC=C1)C (6-Bromo-2-o-tolyl-chroman), oil. Yield: 63.0%. RXN SMILES: [Br:1][C:2]1[CH:3]=[C:4]2[C:9](=[CH:10][CH:11]=1)[O:8][CH:7]([C:12]1[CH:17]=[CH:16][CH:15]=[CH:14][C:13]=1[CH3:18])[CH2:6][CH:5]2O.C([SiH](CC)CC)C.FC(F)(F)C(O)=O>ClCCl>[Br:1][C:2]1[CH:3]=[C:4]2[C:9](=[CH:10][CH:11]=1)[O:8][CH:7]([C:12]1[CH:17]=[CH:16][CH:15]=[CH:14][C:13]=1[CH3:18])[CH2:6][CH2:5]2. Reported procedure: To a solution of 6-bromo-2-o-tolyl-chroman-4-ol (11.9 g, 37.3 mmol) in dichloromethane (130 ml) at 0° C. triethylsilane (29.6 g, 255 mmol, 6.8 eq) and trifluoroacetic acid (75 ml, 27 eq) were added. The solution was stirred at room temperature for 2.5 h. The solvent was removed under reduced pressure and the residue separated between water and ethyl acetate. The aqueous layer was extracted with ethyl acetate and the combined organic layers washed with water and saturated aqueous solution of sodi... Starting materials: O=C([O-])[O-], C1CCOC1, COc1ccc(CCl)cc1, [I-], [K+], [K+], [Na+], O, COc1cccc(O)c1C(C)=O. Yields the product COc1ccc(COc2cccc(OC)c2C(C)=O)cc1. Reaction SMILES: [C:13](=[O:14])([O-:15])[O-:16].[CH2:31]1[O:32][CH2:33][CH2:34][CH2:35]1.[CH3:21][O:22][c:23]1[cH:24][cH:25][c:26]([CH2:27][Cl:28])[cH:29][cH:30]1.[I-:20].[K+:17].[K+:18].[Na+:19].[OH2:36].[OH:1][c:2]1[c:3]([C:10]([CH3:11])=[O:12])[c:4]([O:8][CH3:9])[cH:5][cH:6][cH:7]1>>[O:1]([c:2]1[c:3]([C:10]([CH3:11])=[O:12])[c:4]([O:8][CH3:9])[cH:5][cH:6][cH:7]1)[CH2:27][c:26]1[cH:25][cH:24][c:23]([O:22][CH3:21])[cH:30][cH:29]1.